This data is from the Open Reaction Database (ORD), a public repository of structured organic reaction records. The task is: describe an organic reaction: reactants, conditions, products, and yield Starting materials: CC1=CC=C(C=C1)S(=O)(=O)OCCC#CCCCC (oct-3-ynyl 4-methylbenzenesulfonate), CC1=CC=C(C=C1)S(=O)(=O)OCCC#CCCCC (oct-3-ynyl 4-methylbenzenesulfonate), O=CC1=CC(OC)=C(O)C=C1 (Vanillin), CC1=CC=C(C=C1)S(=O)(=O)Cl (4-Methylbenzenesulfonyl chloride), C(CC#CCCCC)O (3-octyn-1-ol), N1=CC=CC=C1 (pyridine). Solvent: C(Cl)Cl (CH2Cl2). Yields the product COC=1C=C(C=O)C=CC1OCCC#CCCCC (3-methoxy-4-(oct-3-ynyloxy)benzaldehyde). Yield: 16.2%. Reaction SMILES: CC1C=CC(S(Cl)(=O)=O)=CC=1.[CH2:12]([OH:20])[CH2:13][C:14]#[C:15][CH2:16][CH2:17][CH2:18][CH3:19].N1C=CC=CC=1.CC1C=CC(S(OCCC#CCCCC)(=O)=O)=CC=1.[O:46]=[CH:47][C:48]1[CH:56]=[CH:55][C:53](O)=[C:50]([O:51][CH3:52])[CH:49]=1>C(Cl)Cl>[CH3:52][O:51][C:50]1[CH:49]=[C:48]([CH:56]=[CH:55][C:53]=1[O:20][CH2:12][CH2:13][C:14]#[C:15][CH2:16][CH2:17][CH2:18][CH3:19])[CH:47]=[O:46]. Procedure details: 4-Methylbenzenesulfonyl chloride (5.70 g, 30 mmol), 3-octyn-1-ol (1.52 mL, 20 mmol) and pyridine (3.24 mL, 40 mmol) in CH2Cl2 (20 mL) were treated according to Procedure 4 giving oct-3-ynyl 4-methylbenzenesulfonate (5.21 g, 93%) as a colourless oil. Vanillin (0.90 g, 5.94 mmol) was alkylated with oct-3-ynyl 4-methylbenzenesulfonate (2.50 g, 8.92 mmol) according to Procedure 4 and the crude product was recrystallised from purified by flash chromatography with 10% EtOAc/petrol as eluent to give 3-...